Dataset: the Open Reaction Database (ORD), a public repository of structured organic reaction records. Task: describe an organic reaction: reactants, conditions, products, and yield Starting materials: O=O (O2), CC(C)=CCC\C(\C)=C\CO (geraniol), Ru[(R)-MeOBIPHEP](CF3COO)2. Run in CO (methanol). Conditions: time 6 hour. Yields the product CC(C)=CCC[C@H](C)CCO ((S)-citronellol). Yield: 97.5%. RXN SMILES: O=O.[CH3:3][C:4](=[CH:6][CH2:7][CH2:8]/[C:9](=[CH:11]/[CH2:12][OH:13])/[CH3:10])[CH3:5]>CO>[CH3:3][C:4](=[CH:6][CH2:7][CH2:8][C@@H:9]([CH2:11][CH2:12][OH:13])[CH3:10])[CH3:5]. Procedure: A 500 ml autoclave was charged in a glove box (O2 content <1 ppm) with 24.0 g (155.6 mmol) of geraniol [(E)-3,7-dimethyl-2,6-octadien-1-ol], 1200 ml of methanol and 2.9 mg of Ru[(R)-MeOBIPHEP](CF3COO)2 as the catalyst. The hydrogenation was effected at 20° C. and 60 bar. The conversion after 6 hours amounted to 99.9%. The hydrogenation solution was evaporated at 45° C./17 mbar and the crude product was distilled at 60°-65° C./0.03 mbar. There were obtained 23.7 g of (S)-citronellol [(S)-3,7-dime... The reactants are COC1=CC=C(CN(C2=NC=C(C=N2)C=2C3=C(N=C(N2)N2CCOCC2)NCC3)CC3=CC=C(C=C3)OC)C=C1 (bis-(4-methoxy-benzyl)-[5-(2-morpholin-4-yl-6,7-dihydro-5H-pyrrolo[2,3-d]pyrimidin-4-yl)-pyrimidin-2-yl]-amine), BrC=1C=CC(=NC1)C(=O)N1CCN(CC1)CC ((5-bromo-pyridin-2-yl)-(4-ethyl-piperazin-1-yl)-methanone), COC(C1=CC=C(C=C1)Br)=O (4-bromobenzoic acid methyl ester). Product: COC1=CC=C(CN(C2=NC=C(C=N2)C=2C3=C(N=C(N2)N2CCOCC2)N(CC3)C=3C=CC(=NC3)C(=O)N3CCN(CC3)CC)CC3=CC=C(C=C3)OC)C=C1 ([5-(4-{2-[bis-(4-methoxy-benzyl)-amino]-pyrimidin-5-yl}-2-morpholin-4-yl-5,6-dihydro-pyrrolo[2,3-d]pyrimidin-7-yl)-pyridin-2-yl]-(4-ethyl-piperazin-1-yl)-methanone). As a reaction SMILES: [CH3:1][O:2][C:3]1[CH:40]=[CH:39][C:6]([CH2:7][N:8]([CH2:30][C:31]2[CH:36]=[CH:35][C:34]([O:37][CH3:38])=[CH:33][CH:32]=2)[C:9]2[N:14]=[CH:13][C:12]([C:15]3[C:16]4[CH2:29][CH2:28][NH:27][C:17]=4[N:18]=[C:19]([N:21]4[CH2:26][CH2:25][O:24][CH2:23][CH2:22]4)[N:20]=3)=[CH:11][N:10]=2)=[CH:5][CH:4]=1.Br[C:42]1[CH:43]=[CH:44][C:45]([C:48]([N:50]2[CH2:55][CH2:54][N:53]([CH2:56][CH3:57])[CH2:52][CH2:51]2)=[O:49])=[N:46][CH:47]=1.COC(=O)C1C=CC(Br)=CC=1>>[CH3:38][O:37][C:34]1[CH:33]=[CH:32][C:31]([CH2:30][N:8]([CH2:7][C:6]2[CH:5]=[CH:4][C:3]([O:2][CH3:1])=[CH:40][CH:39]=2)[C:9]2[N:10]=[CH:11][C:12]([C:15]3[C:16]4[CH2:29][CH2:28][N:27]([C:42]5[CH:43]=[CH:44][C:45]([C:48]([N:50]6[CH2:51][CH2:52][N:53]([CH2:56][CH3:57])[CH2:54][CH2:55]6)=[O:49])=[N:46][CH:47]=5)[C:17]=4[N:18]=[C:19]([N:21]4[CH2:26][CH2:25][O:24][CH2:23][CH2:22]4)[N:20]=3)=[CH:13][N:14]=2)=[CH:36][CH:35]=1. Reported procedure: Using bis-(4-methoxy-benzyl)-[5-(2-morpholin-4-yl-6,7-dihydro-5H-pyrrolo[2,3-d]pyrimidin-4-yl)-pyrimidin-2-yl]-amine (100 mg) and (5-bromo-pyridin-2-yl)-(4-ethyl-piperazin-1-yl)-methanone (61 mg) obtained in the same manner as Step A in Example 1-D-79 instead of 4-bromobenzoic acid methyl ester in Example 1-D-08, in the same manner as Example 1-D-08, to obtain a crude product of [5-(4-{2-[bis-(4-methoxy-benzyl)-amino]-pyrimidin-5-yl}-2-morpholin-4-yl-5,6-dihydro-pyrrolo[2,3-d]pyrimidin-7-yl)-pyr... Reactants: 52.9, N#CBr (cyanogen bromide), CNCCNC (N,N'-dimethyl-ethylenediamine). Solvent: C1(=CC=CC=C1)C (toluene), C1(=CC=CC=C1)C (toluene). The product is Br.CN1C(N(CC1)C)=N (1,3-dimethyl-2-imino-imidazolidine hydrobromide). Reaction SMILES: [N:1]#[C:2][Br:3].[CH3:4][NH:5][CH2:6][CH2:7][NH:8][CH3:9]>C1(C)C=CC=CC=1>[BrH:3].[CH3:4][N:5]1[CH2:6][CH2:7][N:8]([CH3:9])[C:2]1=[NH:1] |f:3.4|. Reported procedure: A solution of 52.9 of cyanogen bromide in 300 ml of toluene is added dropwise in the course of 1 hour to a solution of 44.1 g (0.5 mol) of N,N'-dimethyl-ethylenediamine in 300 ml of toluene, with stirring. The reaction mixture is stirred for a further two hours at 80°. The mixture is allowed to cool to room temperature and is filtered and the residue is washed with ether. The crude 1,3-dimethyl-2-imino-imidazolidine hydrobromide obtained after drying in vacuo melts at 153°-160°. Starting materials: CS, CS, [Na+], [Na], [Na], [OH-], O, O=C(Nc1ccccc1)c1ccccc1Cl. Yields the product CSc1ccccc1C(=O)Nc1ccccc1. Reaction SMILES: [CH3:3][SH:4].[CH3:6][SH:7].[Na+:2].[Na:5].[Na:8].[OH-:1].[OH2:25].[c:9]1([NH:15][C:16]([c:17]2[c:18]([Cl:23])[cH:19][cH:20][cH:21][cH:22]2)=[O:24])[cH:10][cH:11][cH:12][cH:13][cH:14]1>>[CH3:3][S:4][c:18]1[c:17]([C:16]([NH:15][c:9]2[cH:10][cH:11][cH:12][cH:13][cH:14]2)=[O:24])[cH:22][cH:21][cH:20][cH:19]1. Yield: 80.7%. Reported procedure: 2-[2-(4-Benzyloxybutyl)ethynyl-5-methoxybenzaldehyde (2.60 g), hydroxylamine hydrochloride (0.63 g) and sodium acetate (0.78 g) were reacted in ethanol, (30 ml) at 60° C. for 2 hr. Potassium carbonate (2.0 g) and water (5 ml) were added to the resulting reaction mixture, which was then heated under reflux for 12 hr. The reaction solution was evaporated, and the resulting residue was extracted with methylene chloride, washed with brine, and then dried. The solvent was removed and the resulting re... Yields the product C(C1=CC=CC=C1)OCCCCC1=[N+](C=CC2=CC=CC=C12)[O-] (1-(4-Benzyloxybutyl)isoquinoline-2-oxide). The solvent is O (water), C(C)O (ethanol). As a reaction SMILES: [CH2:1]([O:8][CH2:9][CH2:10][CH2:11][CH2:12][C:13]#[C:14][C:15]1[CH:22]=[CH:21][C:20](OC)=[CH:19][C:16]=1[CH:17]=O)[C:2]1[CH:7]=[CH:6][CH:5]=[CH:4][CH:3]=1.Cl.[NH2:26][OH:27].C([O-])(=O)C.[Na+].C(=O)([O-])[O-].[K+].[K+]>C(O)C.O>[CH2:1]([O:8][CH2:9][CH2:10][CH2:11][CH2:12][C:13]1[C:14]2[C:15](=[CH:22][CH:21]=[CH:20][CH:19]=2)[CH:16]=[CH:17][N+:26]=1[O-:27])[C:2]1[CH:3]=[CH:4][CH:5]=[CH:6][CH:7]=1 |f:1.2,3.4,5.6.7|. The reactants are C([O-])([O-])=O.[K+].[K+] (Potassium carbonate), C(C1=CC=CC=C1)OCCCCC#CC1=C(C=O)C=C(C=C1)OC (2-(4-Benzyloxybutyl)ethynyl-5-methoxybenzaldehyde), Cl.NO (hydroxylamine hydrochloride), C(C)(=O)[O-].[Na+] (sodium acetate). Starting materials: BrBr (Bromine), CC(C1=CC=CC=C1)CC(=O)C1=CC=CC=C1 (2-(α-methylbenzyl)acetophenone). The solvent is C(C)OCC (diethyl ether). Yields the product BrC(C(=O)C1=CC=CC=C1)C(C)C1=CC=CC=C1 (2-bromo-3-phenylbutyrophenone). RXN SMILES: [Br:1]Br.[CH3:3][CH:4]([CH2:11][C:12]([C:14]1[CH:19]=[CH:18][CH:17]=[CH:16][CH:15]=1)=[O:13])[C:5]1[CH:10]=[CH:9][CH:8]=[CH:7][CH:6]=1>C(OCC)C>[Br:1][CH:11]([CH:4]([C:5]1[CH:10]=[CH:9][CH:8]=[CH:7][CH:6]=1)[CH3:3])[C:12]([C:14]1[CH:19]=[CH:18][CH:17]=[CH:16][CH:15]=1)=[O:13]. Reported procedure: Bromine (0.02 mol) was added dropwise to a stirred solution of 2-(α-methylbenzyl)acetophenone (0.02 mol) in dry diethyl ether (20 ml) at 5° over one hour. The ether was removed in vacuo and the residue redissolved in ether (100 ml), washed with saturated sodium bicarbonate solution (2 × 100 ml) and then water (4 × 100 ml), and dried over anhydrous sodium sulphate. Removal of the solvent gave a solid which on recrystallisation from petroleum ether (40°-60°) gave 2-bromo-3-phenylbutyrophenone, m.p... The reactants are C1(CC1)[C@H]1C[C@@H]2C(=NO[C@H]2COC)CO1 (rel-(3R,3aR,5R)-5-Cyclopropyl-3-(methoxymethyl)-3,3a,4,5-tetrahydro-7H-pyrano[3,4-c][1,2]oxazole), C1(CC1)[C@H]1C[C@@H]2[C@@](NOC2)(CO1)C1=C(C=C(C=C1)F)F (rel-(3aR,5R,7aS)-5-cyclopropyl-7a-(2,4-difluorophenyl)hexahydro-1H-pyrano[3,4-c][1,2]oxazole). Yields the product C1(CC1)[C@H]1C[C@@H]2[C@@](NO[C@H]2COC)(CO1)C1=C(C=C(C=C1)F)F (rel-(3R,3aR,5R,7aS)-5-cyclopropyl-7a-(2,4-difluorophenyl)-3-(methoxymethyl)hexahydro-1H-pyrano[3,4-c][1,2]oxazole). Reaction SMILES: [CH:1]1([C@@H:4]2[O:15][CH2:14][C:7]3=[N:8][O:9][C@@H:10]([CH2:11][O:12][CH3:13])[C@@H:6]3[CH2:5]2)[CH2:3][CH2:2]1.C1([C@@H]2OC[C@]3([C:28]4[CH:33]=[CH:32][C:31]([F:34])=[CH:30][C:29]=4[F:35])NOC[C@@H]3C2)CC1>>[CH:1]1([C@@H:4]2[O:15][CH2:14][C@:7]3([C:28]4[CH:33]=[CH:32][C:31]([F:34])=[CH:30][C:29]=4[F:35])[NH:8][O:9][C@@H:10]([CH2:11][O:12][CH3:13])[C@@H:6]3[CH2:5]2)[CH2:2][CH2:3]1. Procedure: rel-(3R,3aR,5R)-5-Cyclopropyl-3-(methoxymethyl)-3,3a,4,5-tetrahydro-7H-pyrano[3,4-c][1,2]oxazole (C38) was converted to the product using the method described for synthesis of rel-(3aR,5R,7aS)-5-cyclopropyl-7a-(2,4-difluorophenyl)hexahydro-1H-pyrano[3,4-c][1,2]oxazole (C19) in Example 2. The product was obtained as an oil. Yield: 0.85 g, 2.6 mmol, 55%. LCMS m/z 326.2 [M+H+].